Dataset: the Open Reaction Database (ORD), a public repository of structured organic reaction records. Task: describe an organic reaction: reactants, conditions, products, and yield Reactants: CI, C1CCOC1, CC(O)C1C(=O)N2C(C(=O)OCc3ccc([N+](=O)[O-])cc3)=C(SC3CC(Cn4ccnc4)N(C(=O)OCc4ccc([N+](=O)[O-])cc4)C3)C(C)C12. Product: [I-], CC(O)C1C(=O)N2C(C(=O)OCc3ccc([N+](=O)[O-])cc3)=C(SC3CC(C[n+]4ccn(C)c4)N(C(=O)OCc4ccc([N+](=O)[O-])cc4)C3)C(C)C12. As a reaction SMILES: [CH3:51][I:52].[O:53]1[CH2:54][CH2:55][CH2:56][CH2:57]1.[OH:1][CH:2]([CH3:3])[CH:4]1[CH:5]2[CH:6]([CH3:50])[C:7]([S:25][CH:26]3[CH2:27][CH:28]([CH2:44][n:45]4[cH:46][n:47][cH:48][cH:49]4)[N:29]([C:31](=[O:32])[O:33][CH2:34][c:35]4[cH:36][cH:37][c:38]([N+:41](=[O:42])[O-:43])[cH:39][cH:40]4)[CH2:30]3)=[C:8]([C:12](=[O:13])[O:14][CH2:15][c:16]3[cH:17][cH:18][c:19]([N+:22](=[O:23])[O-:24])[cH:20][cH:21]3)[N:9]2[C:10]1=[O:11]>>[I-:52].[OH:1][CH:2]([CH3:3])[CH:4]1[CH:5]2[CH:6]([CH3:50])[C:7]([S:25][CH:26]3[CH2:27][CH:28]([CH2:44][n+:45]4[cH:46][n:47]([CH3:51])[cH:48][cH:49]4)[N:29]([C:31](=[O:32])[O:33][CH2:34][c:35]4[cH:36][cH:37][c:38]([N+:41](=[O:42])[O-:43])[cH:39][cH:40]4)[CH2:30]3)=[C:8]([C:12](=[O:13])[O:14][CH2:15][c:16]3[cH:17][cH:18][c:19]([N+:22](=[O:23])[O-:24])[cH:20][cH:21]3)[N:9]2[C:10]1=[O:11]. The reactants are O=C([O-])[O-], CC#N, CCOC(=O)c1sc(NC(=O)NCCCl)cc1C, [K+], [K+]. The product is CCOC(=O)c1sc(N2CCNC2=O)cc1C. RXN SMILES: [C:19](=[O:20])([O-:21])[O-:22].[CH3:25][C:26]#[N:27].[Cl:1][CH2:2][CH2:3][NH:4][C:5]([NH:6][c:7]1[cH:8][c:9]([CH3:17])[c:10]([C:12](=[O:13])[O:14][CH2:15][CH3:16])[s:11]1)=[O:18].[K+:23].[K+:24]>>[CH2:2]1[CH2:3][NH:4][C:5](=[O:18])[N:6]1[c:7]1[cH:8][c:9]([CH3:17])[c:10]([C:12](=[O:13])[O:14][CH2:15][CH3:16])[s:11]1. The reactants are BrC1=C2C=CNC2=CC=C1 (4-bromo-1H-indole), C[Mg]Br (methyl magnesium bromide), ClCC=1C=NC=CC1 (3-(chloromethyl)pyridine). Run in ClCCl (dichloromethane). Yields the product BrC1=C2C(=CNC2=CC=C1)CC=1C=NC=CC1 (4-Bromo-3-(3-pyridylmethyl)-1H-indole). Yield: 31.4%. As a reaction SMILES: [Br:1][C:2]1[CH:10]=[CH:9][CH:8]=[C:7]2[C:3]=1[CH:4]=[CH:5][NH:6]2.C[Mg]Br.Cl[CH2:15][C:16]1[CH:17]=[N:18][CH:19]=[CH:20][CH:21]=1>ClCCl>[Br:1][C:2]1[CH:10]=[CH:9][CH:8]=[C:7]2[C:3]=1[C:4]([CH2:15][C:16]1[CH:17]=[N:18][CH:19]=[CH:20][CH:21]=1)=[CH:5][NH:6]2. Procedure: Treatment of 4-bromo-1H-indole (J.Org.Chem., 48 2066(1983)) (16.95 g) with methyl magnesium bromide (34.6 ml of 3M solution in ether) followed by a dichloromethane solution of 3-(chloromethyl)pyridine (prepared from 17.02 g of 3-(chloromethyl)pyridine hydrochloride) according to the method of Preparation 6 gave the title compound (7.80 g), m.p. 173°-174° C. Found: C,58.90; H,3.88; N,9.80. C,14 H11BrN2 requires: C,58.55; H,3.86; N,9.76%. Reactants: CC(C)(C)OC(=O)CC(CCCC1CCCCC1)c1nc(C(=O)N2CCOCC2)no1, ClCCl, O=C(O)C(F)(F)F. The product is O=C(O)CC(CCCC1CCCCC1)c1nc(C(=O)N2CCOCC2)no1. RXN SMILES: [CH:1]1([CH2:7][CH2:8][CH2:9][CH:10]([CH2:11][C:12](=[O:13])[O:14][C:15]([CH3:16])([CH3:17])[CH3:18])[c:19]2[n:20][c:21]([C:24](=[O:25])[N:26]3[CH2:27][CH2:28][O:29][CH2:30][CH2:31]3)[n:22][o:23]2)[CH2:2][CH2:3][CH2:4][CH2:5][CH2:6]1.[Cl:39][CH2:40][Cl:41].[OH:32][C:33]([C:34]([F:35])([F:36])[F:37])=[O:38]>>[CH:1]1([CH2:7][CH2:8][CH2:9][CH:10]([CH2:11][C:12](=[O:13])[OH:14])[c:19]2[n:20][c:21]([C:24](=[O:25])[N:26]3[CH2:27][CH2:28][O:29][CH2:30][CH2:31]3)[n:22][o:23]2)[CH2:2][CH2:3][CH2:4][CH2:5][CH2:6]1. Reactants: C(CCC)[Li] (butyllithium), C(=O)(OC(C)(C)C)N1CCCC2=CC(=CC=C12)C=CC(=O)OC (methyl 3-(1-boc-1,2,3,4-tetrahydro-quinolin-6-yl)acrylate), C(C1=CC=CC=C1)N[C@H](C1=CC=CC=C1)C ((S)-N-benzyl-α-methylbenzylamine). Run in hexanes, O1CCCC1 (tetrahydrofuran), O1CCCC1 (tetrahydrofuran). Conditions: temperature -70 celsius, time 40 minute. The product is C(C1=CC=CC=C1)N([C@H](CC(=O)OC)C=1C=C2CCCN(C2=CC1)C(=O)OC(C)(C)C)[C@@H](C)C1=CC=CC=C1 (Methyl 3-{R}-[Benzyl-({S}-1-phenyl-ethyl)-amino]-3-(1-boc-1,2,3,4-tetrahydro-quinolin-6-yl)-propionate). RXN SMILES: [CH2:1]([NH:8][C@@H:9]([CH3:16])[C:10]1[CH:15]=[CH:14][CH:13]=[CH:12][CH:11]=1)[C:2]1[CH:7]=[CH:6][CH:5]=[CH:4][CH:3]=1.C([Li])CCC.[C:22]([N:29]1[C:38]2[C:33](=[CH:34][C:35]([CH:39]=[CH:40][C:41]([O:43][CH3:44])=[O:42])=[CH:36][CH:37]=2)[CH2:32][CH2:31][CH2:30]1)([O:24][C:25]([CH3:28])([CH3:27])[CH3:26])=[O:23]>O1CCCC1>[CH2:1]([N:8]([C@H:9]([C:10]1[CH:15]=[CH:14][CH:13]=[CH:12][CH:11]=1)[CH3:16])[C@@H:39]([C:35]1[CH:34]=[C:33]2[C:38](=[CH:37][CH:36]=1)[N:29]([C:22]([O:24][C:25]([CH3:28])([CH3:27])[CH3:26])=[O:23])[CH2:30][CH2:31][CH2:32]2)[CH2:40][C:41]([O:43][CH3:44])=[O:42])[C:2]1[CH:7]=[CH:6][CH:5]=[CH:4][CH:3]=1. Reported procedure: A solution of (S)-N-benzyl-α-methylbenzylamine (2.6 ml) in anhydrous tetrahydrofuran (50 ml), cooled to −70° C. and under nitrogen, was treated dropwise with a solution of butyllithium in hexanes (5 ml, 2.5M) over about 5 minutes to give a red solution. After stirring at −70° C. for a further 40 minutes the mixture was treated dropwise with a solution of methyl 3-(1-boc-1,2,3,4-tetrahydro-quinolin-6-yl)acrylate [2.0 g, Reference Example 7(d)] in tetrahydrofuran (20 ml) over about 10 minutes. Sti... The reactants are BrC=1C=CC2=C(NC(CO2)=O)C1 (6-bromo-4H-benzo[1,4]oxazin-3-one), ClCCCOC (1-chloro-3-methoxypropane), [F-].[K+] (potassium fluoride on alumina), [I-].[K+] (potassium iodide). The solvent is C(C)#N (acetonitrile). Conditions: temperature 100 celsius, time 40 hour. Yields the product BrC=1C=CC2=C(N(C(CO2)=O)CCCOC)C1 (6-Bromo-4-(3-methoxypropyl)-4H-benzo[1,4]oxazin-3-one). As a reaction SMILES: [Br:1][C:2]1[CH:3]=[CH:4][C:5]2[O:10][CH2:9][C:8](=[O:11])[NH:7][C:6]=2[CH:12]=1.Cl[CH2:14][CH2:15][CH2:16][O:17][CH3:18].[F-].[K+].[I-].[K+]>C(#N)C>[Br:1][C:2]1[CH:3]=[CH:4][C:5]2[O:10][CH2:9][C:8](=[O:11])[N:7]([CH2:14][CH2:15][CH2:16][O:17][CH3:18])[C:6]=2[CH:12]=1 |f:2.3,4.5|. Procedure details: The suspension of 9.87 g of 6-bromo-4H-benzo[1,4]oxazin-3-one [24036-52-0], 9.40 g of 1-chloro-3-methoxypropane, potassium fluoride on alumina (Fluka 60244), 0.144 g of potassium iodide in 500 ml of acetonitrile is stirred at 100° C. over 40 hours. The reaction mixture is cooled to room temperature and filtered through Hyflo, and the filtrate is concentrated by evaporation to dryness. The title compound is obtained as a slightly yellowish solid from the residue by crystallization from ethyl acet...